This data is from the Open Reaction Database (ORD), a public repository of structured organic reaction records. The task is: describe an organic reaction: reactants, conditions, products, and yield The reactants are C1(=CC=CC=C1)NC(CC[C@@H](C)[C@H]1CC=C2C=3CC[C@H]4C([C@H](CC[C@]4(C)C3CC[C@]12C)O[Si](C)(C)C(C)(C)C)(C)C)=O (3β-tert-Butyldimethylsilyloxy-4,4-dimethyl-5α-chola-8,14-dien-24-oic acid-N-phenyl amide), Cl (hydrogen chloride). Run in C(C)O (ethanol). Run at time 8 hour. Product: C1(=CC=CC=C1)NC(CC[C@@H](C)[C@H]1CC=C2C=3CC[C@H]4C([C@H](CC[C@]4(C)C3CC[C@]12C)O)(C)C)=O (3β-Hydroxy-4,4-dimethyl-5α-chola-8,14-dien-24-oic Acid-N-phenyl Amide). As a reaction SMILES: [C:1]1([NH:7][C:8](=[O:42])[CH2:9][CH2:10][C@H:11]([C@@H:13]2[C@:30]3([CH3:31])[C:16]([C:17]4[CH2:18][CH2:19][C@@H:20]5[C@:25]([C:27]=4[CH2:28][CH2:29]3)([CH3:26])[CH2:24][CH2:23][C@H:22]([O:32][Si](C(C)(C)C)(C)C)[C:21]5([CH3:41])[CH3:40])=[CH:15][CH2:14]2)[CH3:12])[CH:6]=[CH:5][CH:4]=[CH:3][CH:2]=1.Cl>C(O)C>[C:1]1([NH:7][C:8](=[O:42])[CH2:9][CH2:10][C@H:11]([C@@H:13]2[C@:30]3([CH3:31])[C:16]([C:17]4[CH2:18][CH2:19][C@@H:20]5[C@:25]([C:27]=4[CH2:28][CH2:29]3)([CH3:26])[CH2:24][CH2:23][C@H:22]([OH:32])[C:21]5([CH3:41])[CH3:40])=[CH:15][CH2:14]2)[CH3:12])[CH:6]=[CH:5][CH:4]=[CH:3][CH:2]=1. Procedure details: 3β-tert-Butyldimethylsilyloxy-4,4-dimethyl-5α-chola-8,14-dien-24-oic acid-N-phenyl amide (50 mg) is dissolved in 5 ml of ethanol, 0.2 ml of 6N hydrogen chloride is added and the mixture is stirred at room temperature overnight. After aqueous work-up and crystallization from methanol the title compound is obtained. (36 mg). H-NMR (CDCl3, 400 MHz): δ=7.53 (2H, d); 7.33 (2H, t); 7.18 (1H, s); 7.12 (1H, t); 5.36 (1H, s); 3.26 (1H, m). MS: Calculated: 475.7. Found: 475.4. The reactants are C(C)(C)(C)OC(=O)N1CCC(CC1)N(C(C1=CC(=CC=C1)OC)=O)C1=CC=C(C=C1)Cl (4-[(4-chloro-phenyl)-(3-methoxy-benzoyl)-amino]-piperidine-1-carboxylic acid tert-butyl ester), ClC1=CC=C(C=C1)N(C(C1=CC(=CC=C1)OC)=O)C1CCNCC1 (N-(4-chloro-phenyl)-3-methoxy-N-piperidin-4-yl-benzamide), C12C(CCCC1)O2 (cyclohexene oxide). Yields the product ClC1=CC=C(C=C1)N(C(C1=CC(=CC=C1)OC)=O)C1CCN(CC1)[C@H]1[C@@H](CCCC1)O ((+/−)—N-(4-chloro-phenyl)-N-[trans-1-(2-hydroxy-cyclohexyl)-piperidin-4-yl]-3-methoxy-benzamide). Reaction SMILES: C(OC([N:8]1[CH2:13][CH2:12][CH:11]([N:14]([C:25]2[CH:30]=[CH:29][C:28]([Cl:31])=[CH:27][CH:26]=2)[C:15](=[O:24])[C:16]2[CH:21]=[CH:20][CH:19]=[C:18]([O:22][CH3:23])[CH:17]=2)[CH2:10][CH2:9]1)=O)(C)(C)C.ClC1C=CC(N(C2CCNCC2)C(=O)[C:41]2[CH:46]=[CH:45][CH:44]=[C:43]([O:47]C)[CH:42]=2)=CC=1.C12OC1CCCC2>>[Cl:31][C:28]1[CH:29]=[CH:30][C:25]([N:14]([CH:11]2[CH2:10][CH2:9][N:8]([C@@H:42]3[CH2:41][CH2:46][CH2:45][CH2:44][C@H:43]3[OH:47])[CH2:13][CH2:12]2)[C:15](=[O:24])[C:16]2[CH:21]=[CH:20][CH:19]=[C:18]([O:22][CH3:23])[CH:17]=2)=[CH:26][CH:27]=1. Procedure: The title compound, MS (ISP): m/e=519.4 (M+H+), white foam, was prepared as for example 98, steps (A) to (F). Step (A) was performed using 4-chloro-aniline, and yielded 4-(4-chloro-phenylamino)-piperidine-1-carboxylic acid tert-butyl ester which was acylated to 4-[(4-chloro-phenyl)-(3-methoxy-benzoyl)-amino]-piperidine-1-carboxylic acid tert-butyl ester in step (B). This was then deprotected to N-(4-chloro-phenyl)-3-methoxy-N-piperidin-4-yl-benzamide (C), and reacted with cyclohexene oxide to gi... Starting materials: BrC1=C(C=C(C=C1)CO)F ((4-bromo-3-fluoro-phenyl)-methanol). The reagents and catalysts are [O-2].[O-2].[Mn+4] (manganese dioxide). Run in C(Cl)(Cl)Cl (CHCl3). Reaction conditions: time 8 hour. Yields the product BrC1=C(C=C(C=O)C=C1)F (4-Bromo-3-fluoro-benzaldehyde). Isolated yield 54.0%. As a reaction SMILES: [Br:1][C:2]1[CH:7]=[CH:6][C:5]([CH2:8][OH:9])=[CH:4][C:3]=1[F:10]>C(Cl)(Cl)Cl.[O-2].[O-2].[Mn+4]>[Br:1][C:2]1[CH:7]=[CH:6][C:5]([CH:8]=[O:9])=[CH:4][C:3]=1[F:10] |f:2.3.4|. Procedure: To a solution of (4-bromo-3-fluoro-phenyl)-methanol (4.3 g, 21 mmol) in CHCl3 (50 mL) was added manganese dioxide (18.7 g, 210 mmol), and the resulting mixture was stirred overnight at room temperature until the starting material had been consumed. After filtration, the filtrate was concentrated in vacuo to give product (2.3 g, 55%). The reactants are O=C1CCC(=O)N1Br, CN(C)C=O, Cl, Nc1csc2c1CCCC2=O. Yields the product Cl, Nc1c(Br)sc2c1CCCC2=O. As a reaction SMILES: [Br:13][N:14]1[C:15](=[O:16])[CH2:17][CH2:18][C:19]1=[O:20].[CH3:21][N:22]([CH3:23])[CH:24]=[O:25].[ClH:1].[NH2:2][c:3]1[c:4]2[c:5]([s:6][cH:7]1)[C:8](=[O:12])[CH2:9][CH2:10][CH2:11]2>>[ClH:1].[NH2:2][c:3]1[c:4]2[c:5]([s:6][c:7]1[Br:13])[C:8](=[O:12])[CH2:9][CH2:10][CH2:11]2. Reactants: N(=O)N1[C@H](C(=O)O)CCC1 (N-nitroso-L-proline). The reagents and catalysts are [Zn] (zinc). The solvent is C(C)(=O)O (acetic acid). Reaction conditions: time 15 minute. Yields the product NN1[C@H](C(=O)O)CCC1 (N-amino-L-proline). RXN SMILES: [N:1]([N:3]1[CH2:10][CH2:9][CH2:8][C@H:4]1[C:5]([OH:7])=[O:6])=O>[Zn].C(O)(=O)C>[NH2:1][N:3]1[CH2:10][CH2:9][CH2:8][C@H:4]1[C:5]([OH:7])=[O:6]. Procedure: A solution of 10 g. of N-nitroso-L-proline in 500 ml. of 50% acetic acid is cooled in an ice bath and 40 g. of zinc dust is added gradually, with vigorous stirring, at a rate that the temperature of the reaction mixture is maintained below 10°. The addition requires about 15 minutes. The unreacted zinc dust is removed by filtration and the filtrate treated with hydrogen sulfide to precipitate the zinc as zinc sulfide. The precipitated zinc sulfide is removed by filtration and the filtrate evapor...